This data is from the Open Reaction Database (ORD), a public repository of structured organic reaction records. The task is: describe an organic reaction: reactants, conditions, products, and yield RXN SMILES: [C:1]([C:3]1[CH:4]=[C:5]([N+:34]([O-])=O)[C:6]([C:12]([NH:14][CH2:15][CH:16]2[CH2:21][CH2:20][N:19]([CH2:22][C:23]3[O:27][N:26]=[C:25]([C:28]4[CH:33]=[CH:32][CH:31]=[CH:30][CH:29]=4)[CH:24]=3)[CH2:18][CH2:17]2)=[O:13])=[N:7][C:8]=1[O:9][CH2:10][CH3:11])#[N:2].[Cl-:37].[NH4+]>O1CCCC1.C(OCC)(=O)C.O.[Zn]>[ClH:37].[NH2:34][C:5]1[C:6]([C:12]([NH:14][CH2:15][CH:16]2[CH2:17][CH2:18][N:19]([CH2:22][C:23]3[O:27][N:26]=[C:25]([C:28]4[CH:29]=[CH:30][CH:31]=[CH:32][CH:33]=4)[CH:24]=3)[CH2:20][CH2:21]2)=[O:13])=[N:7][C:8]([O:9][CH2:10][CH3:11])=[C:3]([C:1]#[N:2])[CH:4]=1 |f:1.2,7.8|. Reactants: C(#N)C=1C=C(C(=NC1OCC)C(=O)NCC1CCN(CC1)CC1=CC(=NO1)C1=CC=CC=C1)[N+](=O)[O-] (5-Cyano-6-ethoxy-3-nitro-N-((1-((3-phenylisoxazol-5-yl)methyl)piperidin-4-yl)methyl)picolinamide), [Cl-].[NH4+] (ammonium chloride). Run at time 17 hour. Reagents/catalysts: [Zn] (zinc). The product is Cl.NC=1C(=NC(=C(C1)C#N)OCC)C(=O)NCC1CCN(CC1)CC1=CC(=NO1)C1=CC=CC=C1 (3-amino-5-cyano-6-ethoxy-N-((1-((3-phenylisoxazol-5-yl)methyl)piperidin-4-yl)methyl)picolinamide Hydrochloride). Reported procedure: To a stirred solution of the compound prepared in Example 450 (120 mg) in tetrahydrofuran (2 mL) at ambient temperature was added zinc dust (160 mg), followed by saturated ammonium chloride (1 mL). The resulting mixture was stirred at ambient temperature for 17 hours. The reaction mixture was diluted with ethyl acetate and water, and then filtered through a glass filter. The filter was washed with ethyl acetate. The combined two-phase filtrate and wash were transferred to a separatory funnel and... Solvent: O1CCCC1 (tetrahydrofuran), C(C)(=O)OCC (ethyl acetate), O (water). Reaction SMILES: [CH2:42]1[O:43][CH2:44][CH2:45][CH2:46]1.[NH2:34][c:35]1[cH:36][cH:37][cH:38][c:39]([OH:40])[cH:41]1.[OH:1][CH:2]=[C:3]1[C:4](=[O:33])[NH:5][c:6]2[cH:7][c:8]([C:12](=[O:13])[c:14]3[cH:15][c:16]([NH:20][C:21](=[O:22])[c:23]4[n:24]([C:29]([CH3:30])([CH3:31])[CH3:32])[n:25][c:26]([CH3:28])[cH:27]4)[cH:17][cH:18][cH:19]3)[cH:9][cH:10][c:11]21>>[CH:2](=[C:3]1[C:4](=[O:33])[NH:5][c:6]2[cH:7][c:8]([C:12](=[O:13])[c:14]3[cH:15][c:16]([NH:20][C:21](=[O:22])[c:23]4[n:24]([C:29]([CH3:30])([CH3:31])[CH3:32])[n:25][c:26]([CH3:28])[cH:27]4)[cH:17][cH:18][cH:19]3)[cH:9][cH:10][c:11]21)[NH:34][c:35]1[cH:36][cH:37][cH:38][c:39]([OH:40])[cH:41]1. The product is Cc1cc(C(=O)Nc2cccc(C(=O)c3ccc4c(c3)NC(=O)C4=CNc3cccc(O)c3)c2)n(C(C)(C)C)n1. Starting materials: C1CCOC1, Nc1cccc(O)c1, Cc1cc(C(=O)Nc2cccc(C(=O)c3ccc4c(c3)NC(=O)C4=CO)c2)n(C(C)(C)C)n1. The reactants are ClCCl, CC(C)[Si](C(C)C)(C(C)C)n1ccc(C2=CC(=C3C(=O)Nc4cc(F)ccc43)OC2)c1, O=C(O)C(F)(F)F. Yields the product O=C1Nc2cc(F)ccc2C1=C1C=C(c2cc[nH]c2)CO1. As a reaction SMILES: [Cl:39][CH2:40][Cl:41].[F:1][c:2]1[cH:3][cH:4][c:5]2[c:9]([cH:10]1)[NH:8][C:7](=[O:11])[C:6]2=[C:12]1[O:13][CH2:14][C:15]([c:17]2[cH:18][n:19]([Si:22]([CH:23]([CH3:24])[CH3:25])([CH:26]([CH3:27])[CH3:28])[CH:29]([CH3:30])[CH3:31])[cH:20][cH:21]2)=[CH:16]1.[OH:32][C:33]([C:34]([F:35])([F:36])[F:37])=[O:38]>>[F:1][c:2]1[cH:3][cH:4][c:5]2[c:9]([cH:10]1)[NH:8][C:7](=[O:11])[C:6]2=[C:12]1[O:13][CH2:14][C:15]([c:17]2[cH:18][nH:19][cH:20][cH:21]2)=[CH:16]1. The reactants are C12(C(=O)CC(CC1)C2(C)C)CS(=O)(=O)O (camphorsulfonic acid), COC(C)(C)OC (2,2-dimethoxypropane), C(CCCCCCCCCCCCC)(=O)N[C@H]1[C@@H](OC(CC(=O)OCC2=CC=CC=C2)CC(=O)OCC2=CC=CC=C2)O[C@@H]([C@H]([C@@H]1O)O)CO (2-benzyloxycarbonyl-1-(benzyloxycarbonylmethyl)ethyl 2-deoxy-2-tetradecanoylamino-α-D-glucopyranoside), COC(C)(C)OC (2,2-dimethoxypropane), C12(C(=O)CC(CC1)C2(C)C)CS(=O)(=O)O (camphorsulfonic acid), C([O-])([O-])=O.[K+].[K+] (potassium carbonate). Run in C(Cl)Cl (methylene chloride). Reaction conditions: time 15 hour. Yields the product C(C1=CC=CC=C1)OC(=O)O[C@@H]1[C@H]([C@@H](OC(CC(=O)OCC2=CC=CC=C2)CC(=O)OCC2=CC=CC=C2)O[C@@H]([C@H]1O)CO)NC(CCCCCCCCCCCCC)=O (2-Benzyloxycarbonyl-1-(benzyloxycarbonylmethyl)ethyl 3-O-Benzyloxycarbonyl-2-deoxy-2-tetradecanoylamino-α-D-glucopyranoside). Reaction SMILES: [C:1]([NH:16][C@@H:17]1[C@@H:46]([OH:47])[C@H:45]([OH:48])[C@@H:44]([CH2:49][OH:50])[O:43][C@@H:18]1[O:19][CH:20]([CH2:32][C:33]([O:35][CH2:36][C:37]1[CH:42]=[CH:41][CH:40]=[CH:39][CH:38]=1)=[O:34])[CH2:21][C:22]([O:24][CH2:25][C:26]1[CH:31]=[CH:30][CH:29]=[CH:28][CH:27]=1)=[O:23])(=[O:15])[CH2:2][CH2:3][CH2:4][CH2:5][CH2:6][CH2:7][CH2:8][CH2:9][CH2:10][CH2:11][CH2:12][CH2:13][CH3:14].C[O:52][C:53]([O:56]C)(C)C.[C:58]12([CH2:68]S(O)(=O)=O)C(C)(C)[CH:62]([CH2:63][CH2:64]1)[CH2:61][C:59]2=O.C(=O)([O-])[O-].[K+].[K+]>C(Cl)Cl>[CH2:68]([O:56][C:53]([O:47][C@H:46]1[C@H:45]([OH:48])[C@@H:44]([CH2:49][OH:50])[O:43][C@H:18]([O:19][CH:20]([CH2:21][C:22]([O:24][CH2:25][C:26]2[CH:27]=[CH:28][CH:29]=[CH:30][CH:31]=2)=[O:23])[CH2:32][C:33]([O:35][CH2:36][C:37]2[CH:38]=[CH:39][CH:40]=[CH:41][CH:42]=2)=[O:34])[C@@H:17]1[NH:16][C:1](=[O:15])[CH2:2][CH2:3][CH2:4][CH2:5][CH2:6][CH2:7][CH2:8][CH2:9][CH2:10][CH2:11][CH2:12][CH2:13][CH3:14])=[O:52])[C:58]1[CH:64]=[CH:63][CH:62]=[CH:61][CH:59]=1 |f:3.4.5|. Reported procedure: In 15 ml of dried methylene chloride was dissolved 2.32 g of 2-benzyloxycarbonyl-1-(benzyloxycarbonylmethyl)ethyl 2-deoxy-2-tetradecanoylamino-α-D-glucopyranoside, and 2.04 ml of 2,2-dimethoxypropane and 38 mg of camphorsulfonic acid were added thereto at room temperature, followed by stirring at room temperature for 15 hours. Further, 20 mg of camphorsulfonic acid and 2.04 ml of 2,2-dimethoxypropane were added thereto, and the stirring was continued for an additional period of 8 hours. The reac... Reactants: ClC1=C(C=CC=C1)C=1C2=C(NC(N1)=O)SC=C2 (4-(o-chlorophenyl)-1,2-dihydrothieno[2,3-d]pyrimidin-2-one), [H-].[Na+] (sodium hydride), CI (methyl iodide), O (water). Solvent: CN(C=O)C (dimethylformamide), CN(C=O)C (dimethylformamide). Reaction conditions: time 30 minute. Product: COC=1N=C(C2=C(N1)SC=C2)C2=C(C=CC=C2)Cl (2-methoxy-4-(o-chlorophenyl)-thieno[2,3-d]pyrimidine). Reaction SMILES: [Cl:1][C:2]1[CH:7]=[CH:6][CH:5]=[CH:4][C:3]=1[C:8]1[C:9]2[CH:17]=[CH:16][S:15][C:10]=2[NH:11][C:12](=[O:14])[N:13]=1.[H-].[Na+].[CH3:20]I.O>CN(C)C=O>[CH3:20][O:14][C:12]1[N:13]=[C:8]([C:3]2[CH:4]=[CH:5][CH:6]=[CH:7][C:2]=2[Cl:1])[C:9]2[CH:17]=[CH:16][S:15][C:10]=2[N:11]=1 |f:1.2|. Reported procedure: To a solution of 4.0 g of 4-(o-chlorophenyl)-1,2-dihydrothieno[2,3-d]pyrimidin-2-one in 80 ml of dimethylformamide is added 0.82 g of 63% sodium hydride. The resulting mixture is stirred at room temperature for 30 minutes. Then, 6.48 g of methyl iodide in 33 ml of dimethylformamide is added dropwise thereto. The mixture is stirred for 2 hours at room temperature. The reaction mixture is poured into water and extracted with chloroform. The chloroform extracts are washed with water, dried over sod...